From a dataset of the Open Reaction Database (ORD), a public repository of structured organic reaction records. describe an organic reaction: reactants, conditions, products, and yield Starting materials: CC1=NN(C=C1)C1=CC=C(C(=O)Cl)C=C1 (4-(3-methylpyrazol-1-yl)benzoyl chloride), ice, C=1C=CN2C1CNC1=C(C2)C=CC=C1 (10,11-dihydro-5H-pyrrolo[2,1-c][1,4]benzodiazepine), C(C)(C)N(CC)C(C)C (diisopropylethylamine). Solvent: ClCCl (dichloromethane). Conditions: time 18 hour. Product: CC1=NN(C=C1)C1=CC=C(C=C1)C(=O)N1CC=2N(CC3=C1C=CC=C3)C=CC2 ([4-(3-Methyl-pyrazol-1-yl)-phenyl]-(5H,11H-pyrrolo[2,1-c][1,4]-benzodiazepin-10-yl)-methanone). RXN SMILES: [CH3:1][C:2]1[CH:6]=[CH:5][N:4]([C:7]2[CH:15]=[CH:14][C:10]([C:11](Cl)=[O:12])=[CH:9][CH:8]=2)[N:3]=1.[CH:16]1[CH:17]=[CH:18][N:19]2[CH2:25][C:24]3[CH:26]=[CH:27][CH:28]=[CH:29][C:23]=3[NH:22][CH2:21][C:20]=12.C(N(C(C)C)CC)(C)C>ClCCl>[CH3:1][C:2]1[CH:6]=[CH:5][N:4]([C:7]2[CH:15]=[CH:14][C:10]([C:11]([N:22]3[C:23]4[CH:29]=[CH:28][CH:27]=[CH:26][C:24]=4[CH2:25][N:19]4[CH:18]=[CH:17][CH:16]=[C:20]4[CH2:21]3)=[O:12])=[CH:9][CH:8]=2)[N:3]=1. Procedure details: The 4-(3-methylpyrazol-1-yl)benzoyl chloride was added to an ice-cooled solution of 10,11-dihydro-5H-pyrrolo[2,1-c][1,4]benzodiazepine (0.55 g) and diisopropylethylamine (0.44 g) in dichloromethane (25 ml). After stirring at room temperature for 18 hours, the reaction mixture was washed with water and a saturated aqueous sodium bicarbonate solution. The dichloromethane solution was dried over anhydrous sodium sulfate and filtered through a short column of hydrous sodium magnesium silicate and fu... Reactants: [BH4-], CC1=C(C)C(C)C(c2ccccc2C=Nc2ccccc2)=C1C, Cc1ccccc1, CCO, [Na+], O. Product: CC1=C(C)C(C)C(c2ccccc2CNc2ccccc2)=C1C. Reaction SMILES: [BH4-:24].[CH3:1][C:2]1=[C:3]([c:10]2[c:11]([CH:16]=[N:17][c:18]3[cH:19][cH:20][cH:21][cH:22][cH:23]3)[cH:12][cH:13][cH:14][cH:15]2)[CH:4]([CH3:9])[C:5]([CH3:8])=[C:6]1[CH3:7].[CH3:27][c:28]1[cH:29][cH:30][cH:31][cH:32][cH:33]1.[CH3:34][CH2:35][OH:36].[Na+:25].[OH2:26]>>[CH3:1][C:2]1=[C:3]([c:10]2[c:11]([CH2:16][NH:17][c:18]3[cH:19][cH:20][cH:21][cH:22][cH:23]3)[cH:12][cH:13][cH:14][cH:15]2)[CH:4]([CH3:9])[C:5]([CH3:8])=[C:6]1[CH3:7]. Starting materials: Brc1cnc(c(c1)O[C@@H](c1c(ccc(c1)F)C(=O)NCc1cn(nn1)CC)C)N. Reagents/catalysts: c1ccc(cc1)-c2c3ccccc3cc4ccccc24 (9-Phenylanthracene), CC(=O)[O-].[K+] (KOAc), c12c([Pd-](N(CC1)C)[P+](c1c(c3c(cc(cc3C(C)C)C(C)C)C(C)C)cccc1)(C1CCCCC1)C1CCCCC1)cccc2 (Pd(X-phos)Amine). Run in CC(=O)N(C)C (DMAc). Reaction conditions: temperature 100 celsius, time 18 hour. Yields the product CCn1nnc2CNC(=O)c3ccc(F)cc3[C@@H](C)Oc4cc(cnc4N)c12. RXN SMILES: [CH3:1][CH2:2][n:3]1[n:28][n:27][c:5]([CH2:6][NH:7][C:8]([c:10]2[c:16]([C@H:17]([O:19][c:20]3[c:25]([NH2:26])[n:24][cH:23][c:22](Br)[cH:21]3)[CH3:18])[cH:15][c:13]([F:14])[cH:12][cH:11]2)=[O:9])[cH:4]1>>[CH3:1][CH2:2][n:3]1[c:4]([c:5]2[n:27][n:28]1)[c:22]3[cH:21][c:20]([c:25]([NH2:26])[n:24][cH:23]3)[O:19][C@H:17]([CH3:18])[c:16]([c:10]4[C:8](=[O:9])[NH:7][CH2:6]2)[cH:15][c:13]([F:14])[cH:12][cH:11]4. Starting materials: C(C)OC([C@@H](C[C@@H](CC1=CC=C(C=C1)C1=CC=CC=C1)NC(CCC(NCCC#N)=O)=O)C)=O ((2R,4S)-5-biphenyl-4-yl-4-[3-(2-cyano-ethylcarbamoyl)-propionylamino]-2-methyl pentanoic acid ethyl ester), C1(=CC=CC=C1)P(C1=CC=CC=C1)C1=CC=CC=C1 (triphenylphosphine), C1(=CC=CC=C1)P(C1=CC=CC=C1)C1=CC=CC=C1 (triphenylphosphine), N(=NC(=O)OC(C)C)C(=O)OC(C)C (diisopropyl azocarboxylate), C[Si](C)(C)N=[N+]=[N-] (trimethylsilyl azide), N(=NC(=O)OC(C)C)C(=O)OC(C)C (diisopropyl azodicarboxylate), C[Si](C)(C)N=[N+]=[N-] (trimethylsilyl azide). The solvent is C1CCOC1 (THF). Run at time 10 minute. Yields the product C(C)OC([C@@H](C[C@@H](CC1=CC=C(C=C1)C1=CC=CC=C1)NC(CCC1=NN=NN1CCC#N)=O)C)=O ((2R,4S)-5-biphenyl-4-yl-4-{3-[1-(2-cyano-ethyl)-1H-tetrazol-5-yl]-propionylamino}-2-methyl-pentanoic acid ethyl ester). As a reaction SMILES: [CH2:1]([O:3][C:4](=[O:34])[C@H:5]([CH3:33])[CH2:6][C@H:7]([NH:21][C:22](=[O:32])[CH2:23][CH2:24][C:25](=O)[NH:26][CH2:27][CH2:28][C:29]#[N:30])[CH2:8][C:9]1[CH:14]=[CH:13][C:12]([C:15]2[CH:20]=[CH:19][CH:18]=[CH:17][CH:16]=2)=[CH:11][CH:10]=1)[CH3:2].C1(P(C2C=CC=CC=2)C2C=CC=CC=2)C=CC=CC=1.N(C(OC(C)C)=O)=NC(OC(C)C)=O.C[Si]([N:72]=[N+:73]=[N-:74])(C)C>C1COCC1>[CH2:1]([O:3][C:4](=[O:34])[C@H:5]([CH3:33])[CH2:6][C@H:7]([NH:21][C:22](=[O:32])[CH2:23][CH2:24][C:25]1[N:26]([CH2:27][CH2:28][C:29]#[N:30])[N:74]=[N:73][N:72]=1)[CH2:8][C:9]1[CH:14]=[CH:13][C:12]([C:15]2[CH:20]=[CH:19][CH:18]=[CH:17][CH:16]=2)=[CH:11][CH:10]=1)[CH3:2]. Procedure details: To a solution of (2R,4S)-5-biphenyl-4-yl-4-[3-(2-cyano-ethylcarbamoyl)-propionylamino]-2-methyl pentanoic acid ethyl ester (150 mg, 0.324 mmol) in THF (2 mL) is added triphenylphosphine (85 mg, 0.324 mmol). After stirring for 10 minutes, diisopropyl azodicarboxylate (0.063 mL, 0.324 mmol) and trimethylsilyl azide (0.043 mL, 0.324 mmol) are added. The mixture is stirred for 8 hours and additional triphenylphosphine, diisopropyl azocarboxylate, and trimethylsilyl azide (each 0.324 mmol) are added....